Task: describe an organic reaction: reactants, conditions, products, and yield. Dataset: the Open Reaction Database (ORD), a public repository of structured organic reaction records Starting materials: C(C)(=O)Cl (acetyl chloride), C(C)N(C(C)C)C(C)C (ethyldiisopropylamine), FC(C(=O)O)(F)F.NC1CCC=2C=CC(=CC2C1CC1=CC=CC=C1)CNS(=O)(=O)CCC (N-{[7-Amino-8-benzyl-5,6,7,8-tetrahydronaphthalen-2-yl]methyl}propane-1-sulfonamide trifluoroacetate). Solvent: ClCCl (dichloromethane). The product is C(C1=CC=CC=C1)C1C(CCC2=CC=C(C=C12)CNS(=O)(=O)CCC)NC(C)=O (N-(1-Benzyl-7-{[(propylsulfonyl)amino]methyl}-1,2,3,4-tetrahydronaphthalen-2-yl)acetamide). As a reaction SMILES: F[C:2](F)(F)[C:3]([OH:5])=O.[NH2:8][CH:9]1[CH:18]([CH2:19][C:20]2[CH:25]=[CH:24][CH:23]=[CH:22][CH:21]=2)[C:17]2[CH:16]=[C:15]([CH2:26][NH:27][S:28]([CH2:31][CH2:32][CH3:33])(=[O:30])=[O:29])[CH:14]=[CH:13][C:12]=2[CH2:11][CH2:10]1.C(Cl)(=O)C.C(N(C(C)C)C(C)C)C>ClCCl>[CH2:19]([CH:18]1[C:17]2[C:12](=[CH:13][CH:14]=[C:15]([CH2:26][NH:27][S:28]([CH2:31][CH2:32][CH3:33])(=[O:30])=[O:29])[CH:16]=2)[CH2:11][CH2:10][CH:9]1[NH:8][C:3](=[O:5])[CH3:2])[C:20]1[CH:21]=[CH:22][CH:23]=[CH:24][CH:25]=1 |f:0.1|. Procedure: N-{[7-Amino-8-benzyl-5,6,7,8-tetrahydronaphthalen-2-yl]methyl}propane-1-sulfonamide (cf. example 42) was acetylated in dichloromethane with acetyl chloride in the presence of ethyldiisopropylamine at room temperature. Starting materials: BrC=1C=CC(=NC1C)N (5-bromo-6-methylpyridin-2-amine), C(C)N(C(C)C)C(C)C (N-ethyl-N-isopropylpropan-2-amine), CS(=O)(=O)Cl (methanesulfonyl chloride). Product: BrC=1C=CC(=NC1C)NS(=O)(=O)C (N-(5-bromo-6-methylpyridin-2-yl)methanesulfonamide). Reported procedure: To a mixture of 5-bromo-6-methylpyridin-2-amine (0.3 g, 1.604 mmol) and N-ethyl-N-isopropylpropan-2-amine (0.559 mL, 3.21 mmol) in DCM (10 mL) was added methanesulfonyl chloride (0.137 mL, 1.764 mmol) at 0° C. The reaction mixture was stirred at room temperature for 48 hours and was subsequently concentrated in vacuo to give the title compound. Reaction SMILES: [Br:1][C:2]1[CH:3]=[CH:4][C:5]([NH2:9])=[N:6][C:7]=1[CH3:8].C(N(C(C)C)C(C)C)C.[CH3:19][S:20](Cl)(=[O:22])=[O:21]>C(Cl)Cl>[Br:1][C:2]1[CH:3]=[CH:4][C:5]([NH:9][S:20]([CH3:19])(=[O:22])=[O:21])=[N:6][C:7]=1[CH3:8]. Reaction conditions: time 48 hour. Solvent: C(Cl)Cl (DCM). Starting materials: CC(C)O, CC(C)=O, Nc1ccc(Cl)cc1F, O=[N+]([O-])c1cc2c(Cl)ncnc2cc1Cl, Cl. Yields the product Cl, O=[N+]([O-])c1cc2c(Nc3ccc(Cl)cc3F)ncnc2cc1Cl. RXN SMILES: [CH3:26][CH:27]([OH:28])[CH3:29].[CH3:30][C:31](=[O:32])[CH3:33].[Cl:16][c:17]1[cH:18][c:19]([F:24])[c:20]([NH2:21])[cH:22][cH:23]1.[Cl:1][c:2]1[n:3][cH:4][n:5][c:6]2[cH:7][c:8]([Cl:15])[c:9]([N+:12](=[O:13])[O-:14])[cH:10][c:11]12.[ClH:25]>>[ClH:1].[c:2]1([NH:21][c:20]2[c:19]([F:24])[cH:18][c:17]([Cl:16])[cH:23][cH:22]2)[n:3][cH:4][n:5][c:6]2[cH:7][c:8]([Cl:15])[c:9]([N+:12](=[O:13])[O-:14])[cH:10][c:11]12. Starting materials: C(C)(C)(C)OC(=O)NNC(=O)OC(C)(C)C (hydrazine-N,N'-dicarboxylic acid di-tert-butyl ester), C([O-])([O-])=O.[K+].[K+] (potassium carbonate), CS(=O)(=O)OCC(COS(=O)(=O)C)(C)C (2,2-dimethyl-1,3-propanediol dimethanesulfonate), [I-].[K+] (potassium iodide). Run in CN(C=O)C (N,N-dimethylformamide). Yields the product C(C)(C)(C)OC(=O)N1N(CC(C1)(C)C)C(=O)OC(C)(C)C (4,4-dimethyl-pyrazolidine N,N'-dicarboxylic acid di-tert-buty1 ester). Isolated yield 2.0%. As a reaction SMILES: [C:1]([O:5][C:6]([NH:8][NH:9][C:10]([O:12][C:13]([CH3:16])([CH3:15])[CH3:14])=[O:11])=[O:7])([CH3:4])([CH3:3])[CH3:2].C(=O)([O-])[O-].[K+].[K+].CS(O[CH2:28][C:29]([CH3:37])([CH3:36])[CH2:30]OS(C)(=O)=O)(=O)=O.[I-].[K+]>CN(C)C=O>[C:1]([O:5][C:6]([N:8]1[CH2:30][C:29]([CH3:37])([CH3:36])[CH2:28][N:9]1[C:10]([O:12][C:13]([CH3:16])([CH3:15])[CH3:14])=[O:11])=[O:7])([CH3:4])([CH3:3])[CH3:2] |f:1.2.3,5.6|. Procedure details: 41.8 g of hydrazine-N,N'-dicarboxylic acid di-tert-butyl ester, 74.5 g of potassium carbonate, 52.0 g of 2,2-dimethyl-1,3-propanediol dimethanesulfonate and 2.0 g of potassium iodide are stirred for 48 hours at 120°-130° C. in 360 ml of N,N-dimethylformamide. The reaction mixture is then concentrated; diethyl ether is added and the organic phase is washed with water. Mter drying over sodium sulfate, the reaction mixture is concentrated and purified by means of column chromatography to yield 1.1 ... Starting materials: C(=O)(O)CSCCCCCC(=O)O (6-(carboxymethylthio)hexanoic acid), I(=O)(=O)(=O)[O-].[Na+] (sodium meta-periodate). Solvent: CO (MeOH), O (water), C(C)#N (acetonitrile). Run at temperature 5 celsius. Product: C(=O)(O)CS(=O)CCCCCC(=O)O (6-(carboxymethylsulfinyl)hexanoic acid). RXN SMILES: [C:1]([CH2:4][S:5][CH2:6][CH2:7][CH2:8][CH2:9][CH2:10][C:11]([OH:13])=[O:12])([OH:3])=[O:2].I([O-])(=O)(=O)=[O:15].[Na+]>CO.O.C(#N)C>[C:1]([CH2:4][S:5]([CH2:6][CH2:7][CH2:8][CH2:9][CH2:10][C:11]([OH:13])=[O:12])=[O:15])([OH:3])=[O:2] |f:1.2|. Reported procedure: A chilled solution of 4.12 g of the 6-(carboxymethylthio)hexanoic acid of Example 1(a) in 130 ml MeOH was mixed with a chilled solution of 4.28 g sodium meta-periodate in 320 ml water. The mixture was maintained at about 5° C. for two days, after which it was diluted with two volumes of cold acetonitrile. Solid sodium iodate was removed by filtration and the filtrate was concentrated to an oily residue under reduced pressure. The oil was characterized by NMR and was not further purified. NMR (in... Reactants: C(C)(=O)O[BH-](OC(C)=O)OC(C)=O.[Na+] (Sodium triacetoxyborohydride), COC1=CC=C(C=C1)CSCCN (2-[(4methoxyphenyl)-methylthio]ethylamine), ClC1=CC=C(C=N1)C=O (6-chloropyridine-3-carbaldehyde), S(=O)(=O)([O-])[O-].[Mg+2] (magnesium sulfate), C([O-])([O-])=O.[Na+].[Na+] (sodium carbonate). Run in ClCCCl (1,2-dichloroethane). Conditions: time 5 hour. The product is ClC1=CC=C(C=N1)CNCCSCC1=CC=C(C=C1)OC ([(6-chloro(3-pyridyl))methyl]{2-[(4-methoxyphenyl)methylthio]ethyl}amine). The yield is 70.9%. Reaction SMILES: [CH3:1][O:2][C:3]1[CH:8]=[CH:7][C:6]([CH2:9][S:10][CH2:11][CH2:12][NH2:13])=[CH:5][CH:4]=1.[Cl:14][C:15]1[N:20]=[CH:19][C:18]([CH:21]=O)=[CH:17][CH:16]=1.S([O-])([O-])(=O)=O.[Mg+2].C(O[BH-](OC(=O)C)OC(=O)C)(=O)C.[Na+].C(=O)([O-])[O-].[Na+].[Na+]>ClCCCl>[Cl:14][C:15]1[N:20]=[CH:19][C:18]([CH2:21][NH:13][CH2:12][CH2:11][S:10][CH2:9][C:6]2[CH:7]=[CH:8][C:3]([O:2][CH3:1])=[CH:4][CH:5]=2)=[CH:17][CH:16]=1 |f:2.3,4.5,6.7.8|. Reported procedure: Under a dry nitrogen atmosphere, a mixture of 8.0 grams (0.041 mole) of 2-[(4methoxyphenyl)-methylthio]ethylamine (known compound), 5.7 grams (0.041 mole) of 6-chloropyridine-3-carbaldehyde and 9.7 grams (0.081 mole) of magnesium sulfate in 160 mL of 1,2-dichloroethane was stirred at ambient temperature for about five hours. Sodium triacetoxyborohydride (12.9 grams, 0.061 mole) was added and the reaction mixture stirred at ambient temperature for about 18 hours. After this time 200 mL of an aque...